This data is from the Open Reaction Database (ORD), a public repository of structured organic reaction records. The task is: describe an organic reaction: reactants, conditions, products, and yield The reactants are O=C(O)c1cc2ccc(Cl)cc2s1, Cl, Cl, Cl, Cl, CN1CCC(N2CCN(C(=O)C(N)Cc3ccccn3)CC2)CC1. Yields the product CN1CCC(N2CCN(C(=O)C(Cc3ccccn3)NC(=O)c3cc4ccc(Cl)cc4s3)CC2)CC1. Reaction SMILES: [Cl:29][c:30]1[cH:31][cH:32][c:33]2[c:34]([s:35][c:36]([C:38](=[O:39])[OH:40])[cH:37]2)[cH:41]1.[ClH:1].[ClH:2].[ClH:3].[ClH:4].[n:5]1[c:6]([CH2:11][CH:12]([NH2:13])[C:14](=[O:15])[N:16]2[CH2:17][CH2:18][N:19]([CH:22]3[CH2:23][CH2:24][N:25]([CH3:28])[CH2:26][CH2:27]3)[CH2:20][CH2:21]2)[cH:7][cH:8][cH:9][cH:10]1>>[n:5]1[c:6]([CH2:11][CH:12]([NH:13][C:38]([c:36]2[s:35][c:34]3[c:33]([cH:32][cH:31][c:30]([Cl:29])[cH:41]3)[cH:37]2)=[O:39])[C:14](=[O:15])[N:16]2[CH2:17][CH2:18][N:19]([CH:22]3[CH2:23][CH2:24][N:25]([CH3:28])[CH2:26][CH2:27]3)[CH2:20][CH2:21]2)[cH:7][cH:8][cH:9][cH:10]1. Reactants: ClC1=CC2=C(N(C(N2)=O)C2CCN(CC2)CCCN2C(NC3=C2C=CC=C3)=O)C=C1 (5-chloro-1-{1-[3-(1,3-dihydro-2-oxo-2H-benzimidazol-1-yl)propyl]-4-piperidinyl}-1,3-dihydro-2H-benzimidazol-2-one), Cl (hydrogen chloride), hydrochloride salt. Run in C(C)O (ethanol). The product is O.Cl.ClC1=CC2=C(N(C(N2)=O)C2CCN(CC2)CCCN2C(NC3=C2C=CC=C3)=O)C=C1 (5-chloro-1-{1-[3-(1,3-dihydro-2-oxo-2H-benzimidazol-1-yl)propyl]-4-piperidinyl}-1,3-dihydro-2H-benzimidazol-2-one hydrochloride hydrate). Isolated yield 53.0%. Reaction SMILES: [Cl:1][C:2]1[CH:30]=[CH:29][C:5]2[N:6]([CH:10]3[CH2:15][CH2:14][N:13]([CH2:16][CH2:17][CH2:18][N:19]4[C:23]5[CH:24]=[CH:25][CH:26]=[CH:27][C:22]=5[NH:21][C:20]4=[O:28])[CH2:12][CH2:11]3)[C:7](=[O:9])[NH:8][C:4]=2[CH:3]=1.Cl>C(O)C>[OH2:9].[ClH:1].[Cl:1][C:2]1[CH:30]=[CH:29][C:5]2[N:6]([CH:10]3[CH2:15][CH2:14][N:13]([CH2:16][CH2:17][CH2:18][N:19]4[C:23]5[CH:24]=[CH:25][CH:26]=[CH:27][C:22]=5[NH:21][C:20]4=[O:28])[CH2:12][CH2:11]3)[C:7](=[O:9])[NH:8][C:4]=2[CH:3]=1 |f:3.4.5|. Reported procedure: A stirred solution of 1 part of 5-chloro-1-{1-[3-(1,3-dihydro-2-oxo-2H-benzimidazol-1-yl)propyl]-4-piperidinyl}-1,3-dihydro-2H-benzimidazol-2-one in 20 parts of ethanol is saturated with gaseous hydrogen chloride. The formed hydrochloride salt is allowed to crystallize while stirring. It is filtered off and dried, yielding 0.6 parts (53%) of 5-chloro-1-{1-[3-(1,3-dihydro-2-oxo-2H-benzimidazol-1-yl)propyl]-4-piperidinyl}-1,3-dihydro-2H-benzimidazol-2-one hydrochloride hydrate; mp. 195.7° C. Reactants: C(C)(=O)Cl (acetyl chloride), [Cl-].[Al+3].[Cl-].[Cl-] (aluminum chloride), ClC1=CC=C(C=C1)N1N=C2C3=C(CCC2CC1=O)SC=C3 (2-(4-chlorophenyl)-4,4a,5,6-tetrahydrothieno-[2,3-h]cinnolin-3(2H)-one). Solvent: C(Cl)Cl (methylene chloride). Run at time 10 minute. Yields the product C(C)(=O)C1=CC2=C(CCC3CC(N(N=C23)C2=CC=C(C=C2)Cl)=O)S1 (8-acetyl-2-(4-chlorophenyl)-4,4a,5,6tetrahydrothieno-[2,3-h]cinnolin-3(2H)-one). As a reaction SMILES: [Cl-].[Al+3].[Cl-].[Cl-].[C:5](Cl)(=[O:7])[CH3:6].[Cl:9][C:10]1[CH:15]=[CH:14][C:13]([N:16]2[C:25](=[O:26])[CH2:24][CH:23]3[C:18]([C:19]4[CH:29]=[CH:28][S:27][C:20]=4[CH2:21][CH2:22]3)=[N:17]2)=[CH:12][CH:11]=1>C(Cl)Cl>[C:5]([C:28]1[S:27][C:20]2[CH2:21][CH2:22][CH:23]3[C:18]([C:19]=2[CH:29]=1)=[N:17][N:16]([C:13]1[CH:14]=[CH:15][C:10]([Cl:9])=[CH:11][CH:12]=1)[C:25](=[O:26])[CH2:24]3)(=[O:7])[CH3:6] |f:0.1.2.3|. Procedure details: To a suspension of 5.7 g of aluminum chloride in 100 ml of methylene chloride was added 2.0 ml of acetyl chloride under ice-cooling and the mixture was stirred at room temperature for 10 minutes. 4.5 g of 2-(4-chlorophenyl)-4,4a,5,6-tetrahydrothieno-[2,3-h]cinnolin-3(2H)-one was added under ice-cooling, and the mixture was refluxed for 2 hours. After cooling, the mixture was poured into ice-cold water and extracted with chloroform. The extract was washed with water, dried over anhydrous magnesiu... The reactants are ClCC(=O)C=1C=C2CCC(NC2=CC1)=O (6-(chloroacetyl)-3,4-dihydrocarbostyril), C(N)(=N)NC(=S)N (amidinothiourea). Run in C(C)O (ethanol). The product is N(C(=N)N)C=1SC=C(N1)C=1C=C2CCC(NC2=CC1)=O (6-(2-Guanidinothiazol-4-yl)-3,4-Dihydrocarbostyril). Reaction SMILES: Cl[CH2:2][C:3]([C:5]1[CH:6]=[C:7]2[C:12](=[CH:13][CH:14]=1)[NH:11][C:10](=[O:15])[CH2:9][CH2:8]2)=O.[C:16]([NH:19][C:20]([NH2:22])=[S:21])(=[NH:18])[NH2:17]>C(O)C>[NH:19]([C:20]1[S:21][CH:2]=[C:3]([C:5]2[CH:6]=[C:7]3[C:12](=[CH:13][CH:14]=2)[NH:11][C:10](=[O:15])[CH2:9][CH2:8]3)[N:22]=1)[C:16]([NH2:18])=[NH:17]. Procedure: A mixture of 6-(chloroacetyl)-3,4-dihydrocarbostyril (7 g), amidinothiourea (3.8 g) and absolute ethanol (250 ml) is stirred under reflux for about 24 hours. The reaction mixture is cooled to ice bath temperature and the precipitate filtered, washed with ethanol, and dried. The solid is suspended in aqueous sodium hydroxide, filtered, the filtered solid washed with water, and dried in vacuo. The dried solid is recrystallized from 50% aqueous DMF, and dried in vacuo yielding the desired product, ... Starting materials: BrC1=CC=C(C=C1)CBr (1-bromo-4-(bromomethyl)benzene), N1N=NC=C1 (1H-1,2,3-triazole), C([O-])([O-])=O.[K+].[K+] (potassium carbonate). Run in CN(C=O)C (dimethylformamide). Conditions: temperature 50 celsius. Product: BrC1=CC=C(CN2N=CC=N2)C=C1 (2-(4-bromobenzyl)-2H-1,2,3-triazole). As a reaction SMILES: [Br:1][C:2]1[CH:7]=[CH:6][C:5]([CH2:8]Br)=[CH:4][CH:3]=1.[NH:10]1[CH:14]=[CH:13][N:12]=[N:11]1.C(=O)([O-])[O-].[K+].[K+]>CN(C)C=O>[Br:1][C:2]1[CH:7]=[CH:6][C:5]([CH2:8][N:11]2[N:12]=[CH:13][CH:14]=[N:10]2)=[CH:4][CH:3]=1 |f:2.3.4|. Reported procedure: 1-bromo-4-(bromomethyl)benzene (300 mg, 1.200 mmol), 1H-1,2,3-triazole (84 μl, 1.440 mmol), and potassium carbonate (332 mg, 2.401 mmol) were taken up in dimethylformamide (1500 μl) and heated to 50° C. overnight. The reaction was quenched with water and extracted using ethyl acetate. The organic layers were combined, dried over magnesium sulfate, filtered, and concentrated under reduced pressure. Purification was performed via silica gel chromatography (50-100% ethyl acetate in hexanes) to yiel... Reactants: COc1ccc(-c2ccc(C#N)cc2)cc1CNC1CCC(N(C)C(=O)OC(C)(C)C)CC1, O=C(Cl)c1sc2ccccc2c1Cl. Yields the product COc1ccc(-c2ccc(C#N)cc2)cc1CN(C(=O)c1sc2ccccc2c1Cl)C1CCC(N(C)C(=O)OC(C)(C)C)CC1. Reaction SMILES: [C:1](#[N:2])[c:3]1[cH:4][cH:5][c:6](-[c:9]2[cH:10][c:11]([CH2:17][NH:18][CH:19]3[CH2:20][CH2:21][CH:22]([N:25]([C:26]([O:27][C:28]([CH3:29])([CH3:30])[CH3:31])=[O:32])[CH3:33])[CH2:23][CH2:24]3)[c:12]([O:15][CH3:16])[cH:13][cH:14]2)[cH:7][cH:8]1.[Cl:34][c:35]1[c:36]2[c:37]([s:38][c:39]1[C:40](=[O:41])[Cl:42])[cH:43][cH:44][cH:45][cH:46]2>>[C:1](#[N:2])[c:3]1[cH:4][cH:5][c:6](-[c:9]2[cH:10][c:11]([CH2:17][N:18]([CH:19]3[CH2:20][CH2:21][CH:22]([N:25]([C:26]([O:27][C:28]([CH3:29])([CH3:30])[CH3:31])=[O:32])[CH3:33])[CH2:23][CH2:24]3)[C:40]([c:39]3[c:35]([Cl:34])[c:36]4[c:37]([s:38]3)[cH:43][cH:44][cH:45][cH:46]4)=[O:41])[c:12]([O:15][CH3:16])[cH:13][cH:14]2)[cH:7][cH:8]1. The reactants are IC1=NNC2=CC=CC(=C12)[N+](=O)[O-] (3-iodo-4-nitro-1H-indazole), Cl.ClCC1=NC=C(C=C1)C(F)(F)F (2-(Chloromethyl)-5-(trifluoromethyl)pyridine hydrochloride), C(C)(C)(C)N=C(N(C)C)N(C)C (2-tert-Butyl-1,1,3,3-tetramethylguanidine). Solvent: CC#N (CH3CN), CC#N (CH3CN). Run at time 5 minute. The product is IC1=NN(C2=CC=CC(=C12)[N+](=O)[O-])CC1=NC=C(C=C1)C(F)(F)F (3-iodo-4-nitro-1-((5-(trifluoromethyl)pyridin-2-yl)methyl)-1H-indazole). Isolated yield 54.4%. Reaction SMILES: [I:1][C:2]1[C:10]2[C:5](=[CH:6][CH:7]=[CH:8][C:9]=2[N+:11]([O-:13])=[O:12])[NH:4][N:3]=1.C(N=C(N(C)C)N(C)C)(C)(C)C.Cl.Cl[CH2:28][C:29]1[CH:34]=[CH:33][C:32]([C:35]([F:38])([F:37])[F:36])=[CH:31][N:30]=1>CC#N>[I:1][C:2]1[C:10]2[C:5](=[CH:6][CH:7]=[CH:8][C:9]=2[N+:11]([O-:13])=[O:12])[N:4]([CH2:28][C:29]2[CH:34]=[CH:33][C:32]([C:35]([F:37])([F:36])[F:38])=[CH:31][N:30]=2)[N:3]=1 |f:2.3|. Procedure: To a round bottom flask was added 3-iodo-4-nitro-1H-indazole (0.580 g, 2.01 mmol) and CH3CN (10 mL). 2-tert-Butyl-1,1,3,3-tetramethylguanidine (0.890 mL, 4.41 mmol) was added and the mixture was stirred for 5 minutes. 2-(Chloromethyl)-5-(trifluoromethyl)pyridine hydrochloride (0.512 g, 2.21 mmol) was added as a CH3CN solution (4 mL) and the mixture was stirred at ambient temperature overnight. The mixture was concentrated and diluted with saturated aqueous NH4Cl (20 mL) and EtOAc (60 mL). The la... Starting materials: BrC1=C(C=C(C=C1)C)S(=O)O (2-bromo-5-methylbenzenesulfinic acid), [OH-].[Na+] (NaOH). Run in CO (methanol), O (water). Conditions: time 3 hour. The product is BrC1=C(C=C(C=C1)C)S(=O)[O-].[Na+] (Sodium 2-bromo-5-methylbenzenesulfinate). Reaction SMILES: [Br:1][C:2]1[CH:7]=[CH:6][C:5]([CH3:8])=[CH:4][C:3]=1[S:9]([OH:11])=[O:10].[OH-].[Na+:13]>CO.O>[Br:1][C:2]1[CH:7]=[CH:6][C:5]([CH3:8])=[CH:4][C:3]=1[S:9]([O-:11])=[O:10].[Na+:13] |f:1.2,5.6|. Reported procedure: 49.6 g of 2-bromo-5-methylbenzenesulfinic acid are dissolved in 400 ml of methanol and treated with an equimolar amount of NaOH in 50 ml of water. The mixture is stirred at RT for 3 hours, the solution is filtered off and the solvents are then removed in vacuo. Finally, residues of water are removed azeotropically using 50 ml of toluene. The solid residue is dried in vacuo over P4O10 and 54.0 g of product are obtained, mp 288-290° C. (with decomposition). The reactants are solution, CN (methylamine), CC1=CC=C(C=C1)S(=O)(=O)OC[C@@H]1CN(CCO1)C1=NC=CC(=C1)Br ((S)-(4-(4-bromopyridin-2-yl)morpholin-2-yl)methyl 4-methylbenzenesulfonate). The solvent is CO (methanol). Run at temperature 80 celsius. Yields the product BrC1=CC(=NC=C1)N1C[C@H](OCC1)CNC ((R)-1-(4-(4-bromopyridin-2-yl)morpholin-2-yl)-N-methylmethanamine). RXN SMILES: [CH3:1][NH2:2].CC1C=CC(S(O[CH2:14][C@H:15]2[O:20][CH2:19][CH2:18][N:17]([C:21]3[CH:26]=[C:25]([Br:27])[CH:24]=[CH:23][N:22]=3)[CH2:16]2)(=O)=O)=CC=1>CO>[Br:27][C:25]1[CH:24]=[CH:23][N:22]=[C:21]([N:17]2[CH2:18][CH2:19][O:20][C@H:15]([CH2:14][NH:2][CH3:1])[CH2:16]2)[CH:26]=1. Procedure details: To a 2 M solution of methylamine in methanol was added (S)-(4-(4-bromopyridin-2-yl)morpholin-2-yl)methyl 4-methylbenzenesulfonate (1.0 eq). This solution was microwave heated at 80° C. After 1 h the solution was then concentrated in vacuo and water was added. The resulting suspension was sonicated and centrifuged. The water soluble portion was separated from the solids. The resulting aqueous solution of (R)-1-(4-(4-bromopyridin-2-yl)morpholin-2-yl)-N-methylmethanamine was used in the next step w...